From a dataset of the Open Reaction Database (ORD), a public repository of structured organic reaction records. describe an organic reaction: reactants, conditions, products, and yield Reactants: Cc1nc(Br)cs1, CCCC[Sn](Cl)(CCCC)CCCC, C1CCOC1, [Li]CCCC, O. The product is CCCC[Sn](CCCC)(CCCC)c1csc(C)n1. As a reaction SMILES: [Br:1][c:2]1[n:3][c:4]([CH3:7])[s:5][cH:6]1.[CH2:13]([CH2:14][CH2:15][CH3:16])[Sn:17]([CH2:18][CH2:19][CH2:20][CH3:21])([CH2:22][CH2:23][CH2:24][CH3:25])[Cl:26].[CH2:28]1[O:29][CH2:30][CH2:31][CH2:32]1.[CH2:8]([Li:9])[CH2:10][CH2:11][CH3:12].[OH2:27]>>[c:2]1([Sn:17]([CH2:13][CH2:14][CH2:15][CH3:16])([CH2:18][CH2:19][CH2:20][CH3:21])[CH2:22][CH2:23][CH2:24][CH3:25])[n:3][c:4]([CH3:7])[s:5][cH:6]1. Reactants: C[Si](OC(C#C)CCCCC)(C)C (3-trimethylsilyloxy-1-octyne), C(CCC)[SnH](CCCC)CCCC (tributyltin hydride). Yields the product C(CCC)[Sn](\C=C\C(CCCCC)O[Si](C)(C)C)(CCCC)CCCC (trans-1-Tributylstannyl-3-trimethylsilyloxy-1-octene). RXN SMILES: [CH3:1][Si:2]([CH3:13])([CH3:12])[O:3][CH:4]([CH2:7][CH2:8][CH2:9][CH2:10][CH3:11])[C:5]#[CH:6].[CH2:14]([SnH:18]([CH2:23][CH2:24][CH2:25][CH3:26])[CH2:19][CH2:20][CH2:21][CH3:22])[CH2:15][CH2:16][CH3:17]>>[CH2:23]([Sn:18]([CH2:14][CH2:15][CH2:16][CH3:17])([CH2:19][CH2:20][CH2:21][CH3:22])/[CH:6]=[CH:5]/[CH:4]([O:3][Si:2]([CH3:12])([CH3:13])[CH3:1])[CH2:7][CH2:8][CH2:9][CH2:10][CH3:11])[CH2:24][CH2:25][CH3:26]. Procedure details: Under an argon atmosphere, 3-trimethylsilyloxy-1-octyne (47, 2.00 g, 10.08 mmol) and tributyltin hydride (2.70 mL, 10.18 mmol) were irradiated with a 275 W GE sunlamp, without solvent, for 4 h to produce 49: 1H NMR (CDCl3) δ 6.04 (d, J=18.9 Hz, 1H), 5.93 (dd, J1 =18.9 Hz, J2 =5.4 Hz, 1H), 4.04 (q, J1 =6.5 Hz, J2 =5.6 Hz, 1H), 1.52, 1.34 (2m, 26H), 0.91 (m, 12H), 0.11 (s, 9H). 1H NMR analysis revealed that 49 was only ca. 85% pure. Other isomers, presumed to be the cis-vinyl-stannane and the regi... Conditions: temperature 0 celsius. Procedure details: tert-Butyl 2-(5-hydroxy-2-methoxy-8-methyl-7-oxo-7,8-dihydropyrido[2,3-d]pyrimidine-6-carboxamido)acetate. To a mixture of tert-butyl 2-(5-hydroxy-8-methyl-2-(methylsulfonyl)-7-oxo-7,8-dihydropyrido[2,3-d]pyrimidine-6-carboxamido)acetate (141 mg, 0.34 mmol) and THF (10 mL) was added ammonia, 2.0M methyl alcohol (3 mL, 5.1 mmol) at 0° C. under N2. The mixture was then stirred at 0° C. and warmed to room temperature overnight. LCMS showed no starting material was left and two peaks corresponding t... Yields the product OC1=C(C(N(C=2N=C(N=CC21)OC)C)=O)C(=O)NCC(=O)O (2-(5-Hydroxy-2-methoxy-8-methyl-7-oxo-7,8-dihydropyrido[2,3-d]pyrimidine-6-carboxamido)acetic acid). Run in C1CCOC1 (THF). As a reaction SMILES: [OH:1][C:2]1[C:11]2[CH:10]=[N:9][C:8]([O:12][CH3:13])=[N:7][C:6]=2[N:5]([CH3:14])[C:4](=[O:15])[C:3]=1[C:16]([NH:18][CH2:19][C:20]([O:22]C(C)(C)C)=[O:21])=[O:17].OC1C2C=NC(S(C)(=O)=O)=NC=2N(C)C(=O)C=1C(NCC(OC(C)(C)C)=O)=O.N.CO>C1COCC1>[OH:1][C:2]1[C:11]2[CH:10]=[N:9][C:8]([O:12][CH3:13])=[N:7][C:6]=2[N:5]([CH3:14])[C:4](=[O:15])[C:3]=1[C:16]([NH:18][CH2:19][C:20]([OH:22])=[O:21])=[O:17]. The reactants are OC1=C(C(N(C=2N=C(N=CC21)OC)C)=O)C(=O)NCC(=O)OC(C)(C)C (tert-Butyl 2-(5-hydroxy-2-methoxy-8-methyl-7-oxo-7,8-dihydropyrido[2,3-d]pyrimidine-6-carboxamido)acetate), 7-amino, OC1=C(C(N(C=2N=C(N=CC21)S(=O)(=O)C)C)=O)C(=O)NCC(=O)OC(C)(C)C (tert-butyl 2-(5-hydroxy-8-methyl-2-(methylsulfonyl)-7-oxo-7,8-dihydropyrido[2,3-d]pyrimidine-6-carboxamido)acetate), N (ammonia), CO (methyl alcohol), 7-OMe.